This data is from the Open Reaction Database (ORD), a public repository of structured organic reaction records. The task is: describe an organic reaction: reactants, conditions, products, and yield Starting materials: ClC1=C(C=C(N)C=C1)C1=NC=CC=C1 (4-chloro-3-(pyridin-2-yl)aniline), CC1=C(C(=O)O)C=CC(=C1)CS(=O)(=O)C (2-methyl-4-(methylsulfonylmethyl)benzoic acid). Product: ClC1=C(C=C(C=C1)NC(C1=C(C=C(C=C1)CS(=O)(=O)C)C)=O)C1=NC=CC=C1 (N-(4-chloro-3-(pyridin-2-yl)phenyl)-2-methyl-4-(methylsulfonylmethyl)benzamide). RXN SMILES: [Cl:1][C:2]1[CH:8]=[CH:7][C:5]([NH2:6])=[CH:4][C:3]=1[C:9]1[CH:14]=[CH:13][CH:12]=[CH:11][N:10]=1.[CH3:15][C:16]1[CH:24]=[C:23]([CH2:25][S:26]([CH3:29])(=[O:28])=[O:27])[CH:22]=[CH:21][C:17]=1[C:18](O)=[O:19]>>[Cl:1][C:2]1[CH:8]=[CH:7][C:5]([NH:6][C:18](=[O:19])[C:17]2[CH:21]=[CH:22][C:23]([CH2:25][S:26]([CH3:29])(=[O:28])=[O:27])=[CH:24][C:16]=2[CH3:15])=[CH:4][C:3]=1[C:9]1[CH:14]=[CH:13][CH:12]=[CH:11][N:10]=1. Reported procedure: 410 mg of dimethyl 2-methylterephthalate was hydrolyzed via Procedure M and purified by ISCO Combi-Flash to afford 4-(methoxycarbonyl)-3-methylbenzoic acid. 255 mg of 4-(methoxycarbonyl)-3-methylbenzoic acid was cooled to 0° C. in 2 mL of THF before a solution of 2.6 mL of 1M BH3-THF complex in THF was added dropwise. The ice bath was subsequently removed and the reaction was stirred at room temperature until reaction stalled out at ˜50% complete by TLC. The reaction was re-cooled to 0° C. and a... Starting materials: ClC1=C(C(=NN1C)C)S(=O)(=O)OC=1C=C(C=C(C1)C)O (3-(5-chloro-1,3-dimethyl-pyrazole-4-sulfonyloxy)-5-methylphenol), O1CCCC1 (tetrahydrofuran), N(=NC(=O)N1CCCCC1)C(=O)N1CCCCC1 (1,1'-(azodicarbonyl)dipiperidine), C(CCO)O (1,3-propanediol), C(CCC)P(CCCC)CCCC (tri-n-butylphosphine). Run in C(C)OCC (diethyl ether). Conditions: time 1 hour. Yields the product ClC1=C(C(=NN1C)C)S(=O)(=O)OC=1C=C(OCCCO)C=C(C1)C (3-[3-(5-Chloro-1,3-dimethylpyrazole-4-sulfonyloxy)-5-methylphenoxy]propanol). Yield: 63.7%. RXN SMILES: [Cl:1][C:2]1[N:6]([CH3:7])[N:5]=[C:4]([CH3:8])[C:3]=1[S:9]([O:12][C:13]1[CH:14]=[C:15]([OH:20])[CH:16]=[C:17]([CH3:19])[CH:18]=1)(=[O:11])=[O:10].[O:21]1C[CH2:24][CH2:23][CH2:22]1.N(C(N1CCCCC1)=O)=NC(N1CCCCC1)=O.C(O)CCO.C(P(CCCC)CCCC)CCC>C(OCC)C>[Cl:1][C:2]1[N:6]([CH3:7])[N:5]=[C:4]([CH3:8])[C:3]=1[S:9]([O:12][C:13]1[CH:14]=[C:15]([CH:16]=[C:17]([CH3:19])[CH:18]=1)[O:20][CH2:24][CH2:23][CH2:22][OH:21])(=[O:10])=[O:11]. Procedure details: To a solution of 318 mg (0.951 mmol) of 3-(5-chloro-1,3-dimethyl-pyrazole-4-sulfonyloxy)-5-methylphenol, as prepared in the preceding step, in 5 mL of anhydrous tetrahydrofuran containing 360 mg (1.42 mmol) of 1,1'-(azodicarbonyl)dipiperidine and 150 μL (2.07 mmol) of 1,3-propanediol was added slowly 350 μL (1.41 mmol) of tri-n-butylphosphine. The reaction mixture was stirred for 1 h at ambient temperature, diluted with diethyl ether, and filtered. The filtrate was concentrated and purified by f...